This data is from the Open Reaction Database (ORD), a public repository of structured organic reaction records. The task is: describe an organic reaction: reactants, conditions, products, and yield The reactants are [OH-].C(C1=CC=CC=C1)[N+](C)(C)C (benzyltrimethylammonium hydroxide), OCCC1=C(OCCN2CCC3(CN(CCO3)C(=O)C=3N=C(SC3)C(C)C)CC2)C=CC=C1 ((9-(2-(2-(2-hydroxyethyl)phenoxy)ethyl)-1-oxa-4,9-diazaspiro[5.5]undecan-4-yl)(2-isopropylthiazol-4-yl)methanone), C(C=C)(=O)OC(C)(C)C (tert-butyl acrylate), [OH-].C(C1=CC=CC=C1)[N+](C)(C)C (benzyltrimethylammonium hydroxide), C(C=C)(=O)OC(C)(C)C (tert-butyl acrylate). The solvent is C1(=CC=CC=C1)C (toluene). Yields the product C(C)(C)C=1SC=C(N1)C(=O)N1CCOC2(C1)CCN(CC2)CCOC2=C(CCOCCC(=O)OC(C)(C)C)C=CC=C2 (tert-butyl 3-(2-(2-(4-(2-isopropylthiazole-4-carbonyl)-1-oxa-4,9-diazaspiro[5.5]undecan-9-yl)ethoxy)phenethoxy)propanoate). The yield is 68.2%. RXN SMILES: [OH-].C([N+](C)(C)C)C1C=CC=CC=1.[OH:13][CH2:14][CH2:15][C:16]1[CH:45]=[CH:44][CH:43]=[CH:42][C:17]=1[O:18][CH2:19][CH2:20][N:21]1[CH2:41][CH2:40][C:24]2([O:29][CH2:28][CH2:27][N:26]([C:30]([C:32]3[N:33]=[C:34]([CH:37]([CH3:39])[CH3:38])[S:35][CH:36]=3)=[O:31])[CH2:25]2)[CH2:23][CH2:22]1.[C:46]([O:50][C:51]([CH3:54])([CH3:53])[CH3:52])(=[O:49])[CH:47]=[CH2:48]>C1(C)C=CC=CC=1>[CH:37]([C:34]1[S:35][CH:36]=[C:32]([C:30]([N:26]2[CH2:25][C:24]3([CH2:40][CH2:41][N:21]([CH2:20][CH2:19][O:18][C:17]4[CH:42]=[CH:43][CH:44]=[CH:45][C:16]=4[CH2:15][CH2:14][O:13][CH2:48][CH2:47][C:46]([O:50][C:51]([CH3:54])([CH3:53])[CH3:52])=[O:49])[CH2:22][CH2:23]3)[O:29][CH2:28][CH2:27]2)=[O:31])[N:33]=1)([CH3:39])[CH3:38] |f:0.1|. Procedure: benzyltrimethylammonium hydroxide (0.2 mL) was added to (9-(2-(2-(2-hydroxyethyl)phenoxy)ethyl)-1-oxa-4,9-diazaspiro[5.5]undecan-4-yl)(2-isopropylthiazol-4-yl)methanone (0.60 g) (example 178 step b) and tert-butyl acrylate (0.244 g) in toluene (1 mL) and the reaction mixture stirred vigorously. Afire 16 h, more benzyltrimethylammonium hydroxide (0.2 mL) and tert-butyl acrylate (0.244 g) was added. After a further 48 h the reaction mixture was evaporated in vacuo and applied to a silica gel colum... Starting materials: O (Water), C(C)(=O)OC(C)=O (Acetic anhydride), N[C@H]1C[C@H](CC1)C(=O)NC1=NC=NC(=C1)C1=C(C=C(C=C1)F)OC ((1S,3R)-3-Amino-N-(6-(4-fluoro-2-methoxyphenyl)pyrimidin-4-yl)cyclopentanecarboxamide), CC(=O)O (AcOH). The solvent is C(Cl)Cl (DCM). Reaction conditions: time 2.5 hour. Product: C(C)(=O)N[C@H]1C[C@H](CC1)C(=O)NC1=NC=CC(=C1)C1=C(C=C(C=C1)F)OC ((1S,3R)-3-acetamido-N-(4-(4-fluoro-2-methoxyphenyl)pyridin-2-yl)cyclopentanecarboxamide). Yield: 80.3%. As a reaction SMILES: [C:1](OC(=O)C)(=[O:3])[CH3:2].[NH2:8][C@@H:9]1[CH2:13][CH2:12][C@H:11]([C:14]([NH:16][C:17]2[CH:22]=[C:21]([C:23]3[CH:28]=[CH:27][C:26]([F:29])=[CH:25][C:24]=3[O:30][CH3:31])N=[CH:19][N:18]=2)=[O:15])[CH2:10]1.[CH3:32]C(O)=O.O>C(Cl)Cl>[C:1]([NH:8][C@@H:9]1[CH2:13][CH2:12][C@H:11]([C:14]([NH:16][C:17]2[CH:22]=[C:21]([C:23]3[CH:28]=[CH:27][C:26]([F:29])=[CH:25][C:24]=3[O:30][CH3:31])[CH:32]=[CH:19][N:18]=2)=[O:15])[CH2:10]1)(=[O:3])[CH3:2]. Procedure details: Acetic anhydride (0.035 ml, 0.304 mmol) was added to a solution of (1S,3R)-3-Amino-N-(6-(4-fluoro-2-methoxyphenyl)pyrimidin-4-yl)cyclopentanecarboxamide (100 mg, 0.30 mmol) in DCM (5 ml) and catalytic amount of AcOH (0.1 ml) at 0° C. The reaction mixture was warmed to room temperature and stirred for 2.5 h. Water was added to the reaction mixture and extracted with DCM (3×25 ml). The combined organic layer was washed with water, brine and dried over anhydrous sodium sulfate and concentrated in v... Starting materials: BrC(CN(C(=O)[C@@H](CC=C)NC(OCC1=CC=CC=C1)=O)CC1=C(C=C(C=C1)OC)OC)=C (benzyl (1R)-1-{[(2-bromoprop-2-enyl)(2,4-dimethoxybenzyl)amino]carbonyl}but-3-enylcarbamate), FC1=C(C=CC=C1F)B(O)O (2,3-difluorophenylboronic acid), C([O-])([O-])=O.[Na+].[Na+] (sodium carbonate). The reagents and catalysts are C1=CC=C(C=C1)P([C-]2C=CC=C2)C3=CC=CC=C3.C1=CC=C(C=C1)P([C-]2C=CC=C2)C3=CC=CC=C3.Cl[Pd]Cl.[Fe+2].ClCCl (Dichloro[1,1′-bis(diphenylphosphino)ferrocene]palladium dichloromethane). Solvent: CN(C=O)C (N,N-dimethylformamide). Reaction conditions: temperature 75 celsius, time 2 hour. The product is FC1=C(C=CC=C1F)C(CN(C(=O)[C@@H](CC=C)NC(OCC1=CC=CC=C1)=O)CC1=C(C=C(C=C1)OC)OC)=C (Benzyl (1R)-1-{[[2-(2,3-difluorophenyl)prop-2-enyl](2,4-dimethoxybenzyl)amino]carbonyl}but-3-enylcarbamate). Isolated yield 69.4%. RXN SMILES: Br[C:2](=[CH2:33])[CH2:3][N:4]([CH2:22][C:23]1[CH:28]=[CH:27][C:26]([O:29][CH3:30])=[CH:25][C:24]=1[O:31][CH3:32])[C:5]([C@H:7]([NH:11][C:12](=[O:21])[O:13][CH2:14][C:15]1[CH:20]=[CH:19][CH:18]=[CH:17][CH:16]=1)[CH2:8][CH:9]=[CH2:10])=[O:6].[F:34][C:35]1[C:40]([F:41])=[CH:39][CH:38]=[CH:37][C:36]=1B(O)O.C(=O)([O-])[O-].[Na+].[Na+]>CN(C)C=O.C1C=CC(P(C2C=CC=CC=2)[C-]2C=CC=C2)=CC=1.C1C=CC(P(C2C=CC=CC=2)[C-]2C=CC=C2)=CC=1.Cl[Pd]Cl.[Fe+2].ClCCl>[F:34][C:35]1[C:40]([F:41])=[CH:39][CH:38]=[CH:37][C:36]=1[C:2](=[CH2:33])[CH2:3][N:4]([CH2:22][C:23]1[CH:28]=[CH:27][C:26]([O:29][CH3:30])=[CH:25][C:24]=1[O:31][CH3:32])[C:5]([C@H:7]([NH:11][C:12](=[O:21])[O:13][CH2:14][C:15]1[CH:20]=[CH:19][CH:18]=[CH:17][CH:16]=1)[CH2:8][CH:9]=[CH2:10])=[O:6] |f:2.3.4,6.7.8.9.10|. Reported procedure: Dichloro[1,1′-bis(diphenylphosphino)ferrocene]palladium dichloromethane adduct (0.726 g, 0.889 mmol) was added to a solution of benzyl (1R)-1-{[(2-bromoprop-2-enyl)(2,4-dimethoxybenzyl)amino]carbonyl}but-3-enylcarbamate (9.2 g, 17.8 mmol), 2,3-difluorophenylboronic acid (2.95 g, 18.7 mmol) and sodium carbonate (2M in water; 19.6 mL, 39.1 mmol) in N,N-dimethylformamide (60 mL) and the mixture was heated to 75° C. After 2 h, the mixture was allowed to cool to ambient temperature and extracted with... The reactants are CN1N=C(C=C1OC=1N=NC=C(C1)OC1=CC(=NN1C)C(F)(F)F)C(F)(F)F (3,5-Bis[[1-methyl-3-(trifluoromethyl)-1H-pyrazol-5-yl]oxy]pyridazine), [OH-].[Na+] (NaOH), Cl (HCl), O (water). The solvent is CS(=O)C (dimethylsulfoxide). Reaction conditions: temperature 80 celsius, time 1 hour. The product is CN1N=C(C=C1OC1=CC(=CN=N1)O)C(F)(F)F (6-[[1-Methyl-3-(trifluoromethyl)-1H-pyrazol-5-yl]oxy]-4-pyridazinol). Yield: 71.0%. Reaction SMILES: [CH3:1][N:2]1[C:6]([O:7][C:8]2[N:9]=[N:10][CH:11]=[C:12]([O:14]C3N(C)N=C(C(F)(F)F)C=3)[CH:13]=2)=[CH:5][C:4]([C:25]([F:28])([F:27])[F:26])=[N:3]1.[OH-].[Na+].O.Cl>CS(C)=O>[CH3:1][N:2]1[C:6]([O:7][C:8]2[N:9]=[N:10][CH:11]=[C:12]([OH:14])[CH:13]=2)=[CH:5][C:4]([C:25]([F:28])([F:26])[F:27])=[N:3]1 |f:1.2|. Procedure: 3,5-Bis[[1-methyl-3-(trifluoromethyl)-1H-pyrazol-5-yl]oxy]pyridazine (Compound No. 11, 3.0 g, 0.0073 mole) and 2.5N NaOH (14.7 mL, 0.0367 mole) were stirred in dimethylsulfoxide (45 mL) at room temperature under N2 for 15 minutes. The mixture was then heated to 80° C. for 5 minutes. The mixture was cooled to room temperature and allowed to stir for 1 h. The mixture was then poured into water and made acidic with 12N HCl. The mixture was extracted 3×200 mL with ethyl acetate and the organic layer... The reactants are [H-].[Al+3].[Li+].[H-].[H-].[H-] (lithium aluminum hydride), [2H-].[Al+3].[Li+].[2H-].[2H-].[2H-] (lithium aluminum deuteride), C1(=CC=C(C=C1)S(=O)(=O)NN1NC(CC(CC(C1)=C)NS(=O)(=O)C1=CC=C(C=C1)C)=C)C (1,5-di(4-toluenesulfonamido)-3,7-bismethylenediazacyclooctane). The solvent is O1CCCC1 (tetrahydrofuran). Conditions: time 42 hour. The product is CC1(CNCC(CNC1)C)C1CCCCCCC1 (1,5-Dimethyl-3,7-diazabicyclooctane). Isolated yield 82.4%. RXN SMILES: C1(C)C=CC(S(N[N:11]2[CH2:18][C:17](=[CH2:19])[CH2:16][CH:15](NS(C3C=CC(C)=CC=3)(=O)=O)[CH2:14][C:13](=[CH2:31])N2)(=O)=O)=CC=1.[H-].[Al+3].[Li+].[H-].[H-].[H-].[2H-].[Al+3].[Li+].[2H-].[2H-].[2H-]>O1CCCC1>[CH3:15][C:17]1([CH:16]2[CH2:15][CH2:14][CH2:13][CH2:31][CH2:14][CH2:13][CH2:31]2)[CH2:18][NH:11][CH2:19][CH:17]([CH3:16])[CH2:18][NH:11][CH2:19]1 |f:1.2.3.4.5.6,7.8.9.10.11.12|. Procedure details: In separate experiments a suspension of 1,5-di(4-toluenesulfonamido)-3,7-bismethylenediazacyclooctane 1a (0.223 g, 0.50 mmol) in tetrahydrofuran (50 mL) containing either lithium aluminum hydride (0.25 g, 6.6 mmol) or lithium aluminum deuteride (0.25 g, 6.0 mmol) was stirred under a nitrogen atmosphere for 42 h. The reaction mixture was quenched by the dropwise addition D2O (1 mL) followed by 40% sodium hydroxide or 40% sodium deuteroxide solution (0.5 mL) with external cooling. Stirring was con... The reactants are Cl (hydrochloric acid), Cl.Cl.NC1[C@@H]2N(C(=C(CS2)C[N+]2=CC=CC=C2)C(=O)[O-])C1=O (7-amino-3-(1-pyridiniomethyl)-3-cephem-4-carboxylate dihydrochloride), C[Si](C)(C)CC(=O)N (trimethylsilylacetamide), C(C=C)ON=C(C(=O)[O-])C1=NSC(=N1)NP(=O)(OC)OC.[Na+] (sodium 2-allyloxyimino-2-[5-dimethoxyphosphorylamino-1,2,4-thiadiazol-3-yl]acetate), C([O-])(O)=O.[Na+] (sodium bicarbonate), aqueous solution, C([O-])(O)=O.[Na+] (sodium bicarbonate), CS(=O)(=O)Cl (methanesulfonyl chloride). The solvent is C(Cl)Cl (methylene chloride), CN(C(C)=O)C (N,N-dimethylacetamide). Reaction conditions: temperature -30 celsius, time 1.5 hour. The product is C(C=C)ON=C(C(=O)NC1[C@@H]2N(C(=C(CS2)C[N+]2=CC=CC=C2)C(=O)[O-])C1=O)C1=NSC(=N1)NP(=O)(OC)OC (7-[2-allyloxyimino-2-{5-dimethoxyphosphorylamino-1,2,4-thiadiazol-3-yl}acetamido]-3-(1-pyridiniomethyl)-3-cephem-4-carboxylate). The yield is 62.1%. Reaction SMILES: [CH2:1]([O:4][N:5]=[C:6]([C:10]1[N:14]=[C:13]([NH:15][P:16]([O:20][CH3:21])([O:18][CH3:19])=[O:17])[S:12][N:11]=1)[C:7]([O-:9])=O)[CH:2]=[CH2:3].[Na+].C(=O)(O)[O-].[Na+].CS(Cl)(=O)=O.Cl.Cl.[NH2:35][CH:36]1[C:53](=[O:54])[N:38]2[C:39]([C:50]([O-:52])=[O:51])=[C:40]([CH2:43][N+:44]3[CH:49]=[CH:48][CH:47]=[CH:46][CH:45]=3)[CH2:41][S:42][C@H:37]12.C[Si](CC(N)=O)(C)C.Cl>CN(C)C(=O)C.C(Cl)Cl>[CH2:1]([O:4][N:5]=[C:6]([C:10]1[N:14]=[C:13]([NH:15][P:16]([O:20][CH3:21])([O:18][CH3:19])=[O:17])[S:12][N:11]=1)[C:7]([NH:35][CH:36]1[C:53](=[O:54])[N:38]2[C:39]([C:50]([O-:52])=[O:51])=[C:40]([CH2:43][N+:44]3[CH:45]=[CH:46][CH:47]=[CH:48][CH:49]=3)[CH2:41][S:42][C@H:37]12)=[O:9])[CH:2]=[CH2:3] |f:0.1,2.3,5.6.7|. Procedure details: To a suspension of sodium 2-allyloxyimino-2-[5-dimethoxyphosphorylamino-1,2,4-thiadiazol-3-yl]acetate (syn isomer) (358.5 mg) and sodium bicarbonate (42 mg) in N,N-dimethylacetamide (3.6 ml) was added dropwise methanesulfonyl chloride (172 mg) under cooling in an ice bath and stirring, which was continued for 1.5 hours at the same temperature. On the other hand, a mixture of 7-amino-3-(1-pyridiniomethyl)-3-cephem-4-carboxylate dihydrochloride (400 mg) and trimethylsilylacetamide (2 g) in methyle... The reactants are ClC1=CC=C(C(=O)N2C[C@@H](CC2)NC2=CC=C(C=N2)/C=C/C(=O)OCC)C=C1 (ethyl (2E)-3-(6-{[(3R)-1-(4-chlorobenzoyl)-3-pyrrolidinyl]amino}-3-pyridyl)acrylate), [OH-].[Na+] (NaOH). The solvent is CO (MeOH), O1CCOCC1 (dioxane), O (water). Reaction conditions: temperature 70 celsius. Yields the product ClC1=CC=C(C(=O)N2C[C@@H](CC2)NC2=CC=C(C=N2)/C=C/C(=O)O)C=C1 ((2E)-3-(6-{[(3R)-1-(4-chlorobenzoyl)-3-pyrrolidinyl]amino}-3-pyridyl)acrylic acid). Isolated yield 78.7%. Reaction SMILES: [Cl:1][C:2]1[CH:28]=[CH:27][C:5]([C:6]([N:8]2[CH2:12][CH2:11][C@@H:10]([NH:13][C:14]3[N:19]=[CH:18][C:17](/[CH:20]=[CH:21]/[C:22]([O:24]CC)=[O:23])=[CH:16][CH:15]=3)[CH2:9]2)=[O:7])=[CH:4][CH:3]=1.[OH-].[Na+]>CO.O1CCOCC1.O>[Cl:1][C:2]1[CH:3]=[CH:4][C:5]([C:6]([N:8]2[CH2:12][CH2:11][C@@H:10]([NH:13][C:14]3[N:19]=[CH:18][C:17](/[CH:20]=[CH:21]/[C:22]([OH:24])=[O:23])=[CH:16][CH:15]=3)[CH2:9]2)=[O:7])=[CH:27][CH:28]=1 |f:1.2|. Reported procedure: To a solution of ethyl (2E)-3-(6-{[(3R)-1-(4-chlorobenzoyl)-3-pyrrolidinyl]amino}-3-pyridyl)acrylate (2.16 g) in MeOH (30 mL) and dioxane (30 mL) was added 1N NaOH aq solution (27.1 mL). The mixture was heated at 70° C. for 1.5 hour and diluted with water (120 mL) and washed with ether. The pH value of aqueous phase was adjusted to 5.5, and the precipitate was collected by filtration and dried in vacuo to give (2E)-3-(6-{[(3R)-1-(4-chlorobenzoyl)-3-pyrrolidinyl]amino}-3-pyridyl)acrylic acid (1.5... The product is CC(=O)Nc1cc(-c2ccc(C(O)(c3cn(C(c4ccccc4)(c4ccccc4)c4ccccc4)cn3)C(C)C)cc2)ccc1F. Starting materials: CC(=O)Nc1cc(Br)ccc1F, CC(C)C(O)(c1ccc(B(O)O)cc1)c1cn(C(c2ccccc2)(c2ccccc2)c2ccccc2)cn1, c1ccc(P(c2ccccc2)(c2ccccc2)[Pd](P(c2ccccc2)(c2ccccc2)c2ccccc2)(P(c2ccccc2)(c2ccccc2)c2ccccc2)P(c2ccccc2)(c2ccccc2)c2ccccc2)cc1. As a reaction SMILES: [Br:39][c:40]1[cH:41][cH:42][c:43]([F:50])[c:44]([NH:46][C:47]([CH3:48])=[O:49])[cH:45]1.[OH:1][C:2]([CH:3]([CH3:4])[CH3:5])([c:6]1[n:7][cH:8][n:9]([C:11]([c:12]2[cH:13][cH:14][cH:15][cH:16][cH:17]2)([c:18]2[cH:19][cH:20][cH:21][cH:22][cH:23]2)[c:24]2[cH:25][cH:26][cH:27][cH:28][cH:29]2)[cH:10]1)[c:30]1[cH:31][cH:32][c:33]([B:36]([OH:37])[OH:38])[cH:34][cH:35]1.[cH:51]1[cH:52][cH:53][c:54]([P:55]([Pd:56]([P:57]([c:58]2[cH:59][cH:60][cH:61][cH:62][cH:63]2)([c:64]2[cH:65][cH:66][cH:67][cH:68][cH:69]2)[c:70]2[cH:71][cH:72][cH:73][cH:74][cH:75]2)([P:76]([c:77]2[cH:78][cH:79][cH:80][cH:81][cH:82]2)([c:83]2[cH:84][cH:85][cH:86][cH:87][cH:88]2)[c:89]2[cH:90][cH:91][cH:92][cH:93][cH:94]2)[P:95]([c:96]2[cH:97][cH:98][cH:99][cH:100][cH:101]2)([c:102]2[cH:103][cH:104][cH:105][cH:106][cH:107]2)[c:108]2[cH:109][cH:110][cH:111][cH:112][cH:113]2)([c:114]2[cH:115][cH:116][cH:117][cH:118][cH:119]2)[c:120]2[cH:121][cH:122][cH:123][cH:124][cH:125]2)[cH:126][cH:127]1>>[OH:1][C:2]([CH:3]([CH3:4])[CH3:5])([c:6]1[n:7][cH:8][n:9]([C:11]([c:12]2[cH:13][cH:14][cH:15][cH:16][cH:17]2)([c:18]2[cH:19][cH:20][cH:21][cH:22][cH:23]2)[c:24]2[cH:25][cH:26][cH:27][cH:28][cH:29]2)[cH:10]1)[c:30]1[cH:31][cH:32][c:33](-[c:40]2[cH:41][cH:42][c:43]([F:50])[c:44]([NH:46][C:47]([CH3:48])=[O:49])[cH:45]2)[cH:34][cH:35]1. The reactants are CCOC(=O)c1cc(CC)sc1N, CCO, [Cl-], Br[Cu]Br, CC(C)(C)ON=O, [NH4+]. Yields the product CCOC(=O)c1csc(CC)c1. As a reaction SMILES: [CH2:1]([CH3:2])[O:3][C:4](=[O:5])[c:6]1[c:7]([NH2:13])[s:8][c:9]([CH2:11][CH3:12])[cH:10]1.[CH3:23][CH2:24][OH:25].[Cl-:21].[Cu:26]([Br:27])[Br:28].[N:14]([O:15][C:16]([CH3:17])([CH3:18])[CH3:19])=[O:20].[NH4+:22]>>[CH2:1]([CH3:2])[O:3][C:4](=[O:5])[c:6]1[cH:7][s:8][c:9]([CH2:11][CH3:12])[cH:10]1. Starting materials: NC1=C(C=C(C=C1C(F)(F)F)N1C(=NC(=C1)C)C)Br (1-(4-amino-3-bromo-5-trifluoromethylphenyl)-2,4-dimethylimidazole), cuprous cyanide, CN1C(CCC1)=O (1methyl-2-pyrrolidone). Product: NC1=C(C=C(C=C1C(F)(F)F)N1C(=NC(=C1)C)C)C#N (1-(4-amino-3-cyano-5-trifluoromethylphenyl)-2,4-dimethylimidazole). Reaction SMILES: [NH2:1][C:2]1[C:7]([C:8]([F:11])([F:10])[F:9])=[CH:6][C:5]([N:12]2[CH:16]=[C:15]([CH3:17])[N:14]=[C:13]2[CH3:18])=[CH:4][C:3]=1Br.[CH3:20][N:21]1CCCC1=O>>[NH2:1][C:2]1[C:7]([C:8]([F:11])([F:10])[F:9])=[CH:6][C:5]([N:12]2[CH:16]=[C:15]([CH3:17])[N:14]=[C:13]2[CH3:18])=[CH:4][C:3]=1[C:20]#[N:21]. Reported procedure: To a stirred solution of 1-(4-amino-3-bromo-5-trifluoromethylphenyl)-2,4-dimethylimidazole (4.61 g) in 1methyl-2-pyrrolidone (50 cm3) was added cuprous cyanide (3.7 g) and the mixture was heated at 150° for 2 days. The mixture was then cooled and the solvent evaporated in vacuo. A solution of ammonia in water (100 cm3, s.g. 0.88) was added and the aqueous phase was extracted with chlororform:methanol, 20:1 (3×100 cm3). The combined organic extracts were dried (MgSO4), filtered and evaporated. Th...